This data is from the Open Reaction Database (ORD), a public repository of structured organic reaction records. The task is: describe an organic reaction: reactants, conditions, products, and yield The product is C(C)(C)(C)[Si](OC=1C=C(C=CC1)C(C)=O)(C)C (1-[3-(tert-Butyl-dimethyl-silanyloxy)-phenyl]ethanone). Run in C(Cl)Cl (CH2Cl2). Run at time 1 hour. Reaction SMILES: [OH:1][C:2]1[CH:3]=[C:4]([C:8](=[O:10])[CH3:9])[CH:5]=[CH:6][CH:7]=1.N1C=CN=C1.[Si:16](Cl)([C:19]([CH3:22])([CH3:21])[CH3:20])([CH3:18])[CH3:17]>C(Cl)Cl>[C:19]([Si:16]([CH3:18])([CH3:17])[O:1][C:2]1[CH:3]=[C:4]([C:8](=[O:10])[CH3:9])[CH:5]=[CH:6][CH:7]=1)([CH3:22])([CH3:21])[CH3:20]. Starting materials: OC=1C=C(C=CC1)C(C)=O (3′-hydroxyacetophenone), N1C=NC=C1 (imidazole), [Si](C)(C)(C(C)(C)C)Cl (tert-butyldimethylsilyl chloride). Procedure: To a solution of 3′-hydroxyacetophenone (0.500 g, 3.67 mmol) and imidazole (0.500 g, 7.34 mmol) in CH2Cl2 (5 mL) was added tert-butyldimethylsilyl chloride (0.609 g, 4.04 mmol), and the reaction was stirred for 1 hour at room temperature. The mixture was partitioned between CH2Cl2 and H2O, and the aqueous layer was separated and extracted with CH2Cl2. The combined organic layers were dried over MgSO4, filtered, and concentrated to give the title compound. The reactants are C(C)(C)(C)OC(=O)N1CCC2=C(N(N=C2CC1)C(CC)CC)OS(=O)(=O)C(F)(F)F (2-(1-ethyl-propyl)-3-trifluoromethanesulfonyloxy-4,5,7,8-tetrahydro-2H-1,2,6-triaza-azulene-6-carboxylic acid tert-butyl ester), S1C=C(C=C1)B(O)O (3-thiopheneboronic acid). Yields the product C(C)C(CC)N1N=C2CCNCCC2=C1C1=CSC=C1 (2-(1-Ethyl-propyl)-3-thiophen-3-yl-2,4,5,6,7,8-hexahydro-1,2,6-triaza-azulene). The yield is 99.7%. RXN SMILES: C(OC([N:8]1[CH2:17][CH2:16][C:15]2[C:11](=[C:12](OS(C(F)(F)F)(=O)=O)[N:13]([CH:18]([CH2:21][CH3:22])[CH2:19][CH3:20])[N:14]=2)[CH2:10][CH2:9]1)=O)(C)(C)C.[S:31]1[CH:35]=[CH:34][C:33](B(O)O)=[CH:32]1>>[CH2:21]([CH:18]([N:13]1[C:12]([C:33]2[CH:34]=[CH:35][S:31][CH:32]=2)=[C:11]2[C:15]([CH2:16][CH2:17][NH:8][CH2:9][CH2:10]2)=[N:14]1)[CH2:19][CH3:20])[CH3:22]. Procedure details: The title compound (95 mg) was prepared as in Example 177, Steps C and D, using 150 mg of 2-(1-ethyl-propyl)-3-trifluoromethanesulfonyloxy-4,5,7,8-tetrahydro-2H-1,2,6-triaza-azulene-6-carboxylic acid tert-butyl ester (Example 183, Step A) and 126 mg of 3-thiopheneboronic acid. MS (ESI): exact mass calculated for C16H23N3S, 289.16. found, m/z 290.4 [M+H]+. 1H NMR (500 MHz, CDCl3): 7.68-7.64 (m, 1H), 7.52-7.48 (m, 1H), 7.12-7.07 (m, 1H), 3.93-3.86 (m, 1H), 3.44-3.39 (m, 2H), 3.34-3.28 (m, 2H), 3.2...